From a dataset of the Open Reaction Database (ORD), a public repository of structured organic reaction records. describe an organic reaction: reactants, conditions, products, and yield The reactants are CCOC(=O)C(C)c1ccc2oc(=S)[nH]c2c1, CC(=O)O, CCO, [Na+], [OH-], O. Product: CC(C(=O)O)c1ccc2oc(=S)[nH]c2c1. RXN SMILES: [CH2:1]([CH3:2])[O:3][C:4]([CH:5]([CH3:6])[c:7]1[cH:8][cH:9][c:10]2[c:11]([nH:12][c:13](=[S:15])[o:14]2)[cH:16]1)=[O:17].[CH3:20][C:21](=[O:22])[OH:23].[CH3:24][CH2:25][OH:26].[Na+:19].[OH-:18].[OH2:27]>>[O:3]=[C:4]([CH:5]([CH3:6])[c:7]1[cH:8][cH:9][c:10]2[c:11]([nH:12][c:13](=[S:15])[o:14]2)[cH:16]1)[OH:17]. Yields the product [Br-], COc1ccc(C2C(CCC(O)c3ccc(F)cc3)C(=O)N2c2ccc(OCc3ccc(C[N+]45CCN(CC4)CC5)cc3)cc2)cc1. The reactants are COc1ccc(C2C(CCC(O)c3ccc(F)cc3)C(=O)N2c2ccc(OCc3ccc(CBr)cc3)cc2)cc1, C1CN2CCN1CC2, Cc1ccccc1. RXN SMILES: [Br:1][CH2:2][c:3]1[cH:4][cH:5][c:6]([CH2:7][O:8][c:9]2[cH:10][cH:11][c:12]([N:15]3[C:16](=[O:38])[CH:17]([CH2:27][CH2:28][CH:29]([OH:30])[c:31]4[cH:32][cH:33][c:34]([F:37])[cH:35][cH:36]4)[CH:18]3[c:19]3[cH:20][cH:21][c:22]([O:25][CH3:26])[cH:23][cH:24]3)[cH:13][cH:14]2)[cH:39][cH:40]1.[CH2:41]1[CH2:42][N:43]2[CH2:44][CH2:45][N:46]1[CH2:47][CH2:48]2.[CH3:49][c:50]1[cH:51][cH:52][cH:53][cH:54][cH:55]1>>[Br-:1].[CH2:2]([c:3]1[cH:4][cH:5][c:6]([CH2:7][O:8][c:9]2[cH:10][cH:11][c:12]([N:15]3[C:16](=[O:38])[CH:17]([CH2:27][CH2:28][CH:29]([OH:30])[c:31]4[cH:32][cH:33][c:34]([F:37])[cH:35][cH:36]4)[CH:18]3[c:19]3[cH:20][cH:21][c:22]([O:25][CH3:26])[cH:23][cH:24]3)[cH:13][cH:14]2)[cH:39][cH:40]1)[N+:43]12[CH2:42][CH2:41][N:46]([CH2:45][CH2:44]1)[CH2:47][CH2:48]2. Starting materials: C(C)(C)(C)C1=CC=C(C=C1)CCC(=O)OCC (ethyl 3-(4-t-butylphenyl)propionate), [OH-].[Li+] (lithium hydroxide), C(C)(C)(C)C1=CC=C(C=C1)CCC(=O)OCC (ethyl 3-(4-t-butylphenyl)propionate). The solvent is O1CCCC1 (tetrahydrofuran). Run at time 5 hour. The product is C(C)(C)(C)C1=CC=C(CCC(=O)O)C=C1 (4-t-butylhydrocinnamic acid). The yield is 81.4%. RXN SMILES: [C:1]([C:5]1[CH:10]=[CH:9][C:8]([CH2:11][CH2:12][C:13]([O:15]CC)=[O:14])=[CH:7][CH:6]=1)([CH3:4])([CH3:3])[CH3:2].[OH-].[Li+]>O1CCCC1>[C:1]([C:5]1[CH:6]=[CH:7][C:8]([CH2:11][CH2:12][C:13]([OH:15])=[O:14])=[CH:9][CH:10]=1)([CH3:4])([CH3:2])[CH3:3] |f:1.2|. Reported procedure: The compound 34-3 (60 mg) prepared according to the same procedure as described in Step 2 was dissolved in 50% aqueous tetrahydrofuran solution (10 ml) and to the solution was added lithium hydroxide (24 mg). The mixture was stirred at room temperature for 5 hours to hydrolyze the compound 34-3 and the solvent was removed therefrom. The residue was dissolved in ethyl acetate and extracted to the obtain the compound 34-4 (43 mg, 81%). The compound 34-4 was dissolved in benzene (2 ml) and to the s... Isolated yield 99.5%. Reaction SMILES: [CH3:1][O:2][C:3](=[O:15])[C@H:4]([CH2:8][C:9]1[CH:14]=[CH:13][CH:12]=[CH:11][CH:10]=1)[N:5]=[C:6]=[O:7].[C:16]([OH:20])([CH3:19])([CH3:18])[CH3:17]>>[CH3:1][O:2][C:3](=[O:15])[C@H:4]([CH2:8][C:9]1[CH:10]=[CH:11][CH:12]=[CH:13][CH:14]=1)[NH:5][C:6]([O:20][C:16]([CH3:19])([CH3:18])[CH3:17])=[O:7]. Reported procedure: To 60.9 g of the N-carbonyl-L-phenylalanine methyl ester, 66.0 g of t-butanol was added and the reaction was conducted under reflux for eight hours. Then, the unreacted t-butanol was distilled off at 65° C. under reduced pressure from the reaction solution to obtain 82.5 g of a crude oily N-t-butoxycarbonyl-L-phenylalanine methyl ester. The reaction yield was 99.5%. The optical purity of the N-t-butoxycarbonyl-L-phenylalanine methyl ester preparation was 97.5%ee. Product: COC([C@@H](NC(=O)OC(C)(C)C)CC1=CC=CC=C1)=O (N-t-butoxycarbonyl-L-phenylalanine methyl ester). Reactants: COC([C@@H](N=C=O)CC1=CC=CC=C1)=O (N-carbonyl-L-phenylalanine methyl ester), C(C)(C)(C)O (t-butanol). Starting materials: O.[OH-].[Li+] (lithium hydroxide hydrate), C(C)OC(=O)[C@@H](CC=1C=C2C=NN(C2=C(C1)C)C(=O)OC(C)(C)C)OC(=O)N1CCC(CC1)N1C(NC2=C(CC1)C=CC=C2)=O (tert.-butyl 5-{(R)-2-ethoxycarbonyl-2-[4-(2-oxo-1,2,4,5-tetrahydro-1,3-benzodiazepin-3-yl)-piperidine-1-carbonyloxy]-ethyl}-7-methyl-indazol-1-carboxylate). Solvent: O (water), C1CCOC1 (THF). Reaction conditions: time 30 minute. Product: C(=O)(O)[C@@H](CC=1C=C2C=NN(C2=C(C1)C)C(=O)OC(C)(C)C)OC(=O)N1CCC(CC1)N1C(NC2=C(CC1)C=CC=C2)=O (tert.-butyl 5-{(R)-2-carboxy-2-[4-(2-oxo-1,2,4,5-tetrahydro-1,3-benzodiazepin-3-yl)-piperidine-1-carbonyloxy]-ethyl}-7-methyl-indazol-1-carboxylate). As a reaction SMILES: O.[OH-].[Li+].C([O:6][C:7]([C@H:9]([O:28][C:29]([N:31]1[CH2:36][CH2:35][CH:34]([N:37]2[CH2:43][CH2:42][C:41]3[CH:44]=[CH:45][CH:46]=[CH:47][C:40]=3[NH:39][C:38]2=[O:48])[CH2:33][CH2:32]1)=[O:30])[CH2:10][C:11]1[CH:12]=[C:13]2[C:17](=[C:18]([CH3:20])[CH:19]=1)[N:16]([C:21]([O:23][C:24]([CH3:27])([CH3:26])[CH3:25])=[O:22])[N:15]=[CH:14]2)=[O:8])C>O.C1COCC1>[C:7]([C@H:9]([O:28][C:29]([N:31]1[CH2:32][CH2:33][CH:34]([N:37]2[CH2:43][CH2:42][C:41]3[CH:44]=[CH:45][CH:46]=[CH:47][C:40]=3[NH:39][C:38]2=[O:48])[CH2:35][CH2:36]1)=[O:30])[CH2:10][C:11]1[CH:12]=[C:13]2[C:17](=[C:18]([CH3:20])[CH:19]=1)[N:16]([C:21]([O:23][C:24]([CH3:27])([CH3:26])[CH3:25])=[O:22])[N:15]=[CH:14]2)([OH:8])=[O:6] |f:0.1.2|. Procedure: A solution of 19.2 mg (0.8 mmol) lithium hydroxide hydrate in 10 mL water was added at RT to a solution of 330 mg (0.53 mmol) tert.-butyl 5-{(R)-2-ethoxycarbonyl-2-[4-(2-oxo-1,2,4,5-tetrahydro-1,3-benzodiazepin-3-yl)-piperidine-1-carbonyloxy]-ethyl}-7-methyl-indazol-1-carboxylate in 30 mL THF and the reaction mixture was stirred for 30 min at RT. It was evaporated down i.vac., the residue was taken up in 100 mL water, combined with 10% citric acid with stirring, extracted twice with 100 mL DCM a... The solvent is ClCCl (dichloromethane), ClCCl (dichloromethane). Reported procedure: 7-[4-(2-butoxyethoxy)phenyl]-N-[4-[(4-isobutyl-4H-1,2,4-triazol-3-yl)methylthio]phenyl]-1-propyl-2,3-dihydro-1H-1-benzazepine-4-carboxamide (0.7 g) was dissolved in dichloromethane (50 ml). The solution was cooled to −78° C., and a solution of 3-chloroperbenzoic acid (0.39 g) in dichloromethane (5 ml) was added dropwise to the solution. The mixture was stirred for 1 hour at −78° C., and then, sodium thiosulfate solution was added to the mixture, and the mixture was concentrated and extracted wit... The yield is 79.5%. Reaction conditions: temperature -78 celsius, time 1 hour. RXN SMILES: [CH2:1]([O:5][CH2:6][CH2:7][O:8][C:9]1[CH:14]=[CH:13][C:12]([C:15]2[CH:16]=[CH:17][C:18]3[N:24]([CH2:25][CH2:26][CH3:27])[CH2:23][CH2:22][C:21]([C:28]([NH:30][C:31]4[CH:36]=[CH:35][C:34]([S:37][CH2:38][C:39]5[N:43]([CH2:44][CH:45]([CH3:47])[CH3:46])[CH:42]=[N:41][N:40]=5)=[CH:33][CH:32]=4)=[O:29])=[CH:20][C:19]=3[CH:48]=2)=[CH:11][CH:10]=1)[CH2:2][CH2:3][CH3:4].ClC1C=CC=C(C(OO)=[O:57])C=1.S([O-])([O-])(=O)=S.[Na+].[Na+]>ClCCl>[CH2:1]([O:5][CH2:6][CH2:7][O:8][C:9]1[CH:10]=[CH:11][C:12]([C:15]2[CH:16]=[CH:17][C:18]3[N:24]([CH2:25][CH2:26][CH3:27])[CH2:23][CH2:22][C:21]([C:28]([NH:30][C:31]4[CH:32]=[CH:33][C:34]([S:37]([CH2:38][C:39]5[N:43]([CH2:44][CH:45]([CH3:46])[CH3:47])[CH:42]=[N:41][N:40]=5)=[O:57])=[CH:35][CH:36]=4)=[O:29])=[CH:20][C:19]=3[CH:48]=2)=[CH:13][CH:14]=1)[CH2:2][CH2:3][CH3:4] |f:2.3.4|. Starting materials: ClC1=CC(=CC=C1)C(=O)OO (3-chloroperbenzoic acid), C(CCC)OCCOC1=CC=C(C=C1)C=1C=CC2=C(C=C(CCN2CCC)C(=O)NC2=CC=C(C=C2)SCC2=NN=CN2CC(C)C)C1 (7-[4-(2-butoxyethoxy)phenyl]-N-[4-[(4-isobutyl-4H-1,2,4-triazol-3-yl)methylthio]phenyl]-1-propyl-2,3-dihydro-1H-1-benzazepine-4-carboxamide), S(=S)(=O)([O-])[O-].[Na+].[Na+] (sodium thiosulfate). Product: C(CCC)OCCOC1=CC=C(C=C1)C=1C=CC2=C(C=C(CCN2CCC)C(=O)NC2=CC=C(C=C2)S(=O)CC2=NN=CN2CC(C)C)C1 (7-[4-(2-butoxyethoxy)phenyl]-N-[4-((4-isobutyl-4H-1,2,4-triazol-3-yl)methylsulfinyl]phenyl]-1-propyl-2,3-dihydro-1H-1-benzazepine-4-carboxamide).